The task is: describe an organic reaction: reactants, conditions, products, and yield. This data is from the Open Reaction Database (ORD), a public repository of structured organic reaction records. Product: CCCc1c(Cc2ccc(-c3ccccc3C#N)cc2)c(=O)n(C2CCC(N(C)C3CCOCC3)CC2)c2ncnn12. Starting materials: CC(=O)O[BH-](OC(C)=O)OC(C)=O, C=O, [Na+], [Na+], [Na+], [Na+], O=S(=O)([O-])[O-], CCCc1c(Cc2ccc(-c3ccccc3C#N)cc2)c(=O)n(C2CCC(NC3CCOCC3)CC2)c2ncnn12, C1CCOC1, [OH-]. Reaction SMILES: [C:51]([O:52][BH-:53]([O:54][C:55](=[O:56])[CH3:57])[O:58][C:59](=[O:60])[CH3:61])(=[O:62])[CH3:63].[CH2:49]=[O:50].[Na+:42].[Na+:43].[Na+:64].[Na+:66].[O-:44][S:45](=[O:46])(=[O:47])[O-:48].[O:1]=[c:2]1[n:3]([CH:29]2[CH2:30][CH2:31][CH:32]([NH:35][CH:36]3[CH2:37][CH2:38][O:39][CH2:40][CH2:41]3)[CH2:33][CH2:34]2)[c:4]2[n:5]([c:6]([CH2:23][CH2:24][CH3:25])[c:7]1[CH2:8][c:9]1[cH:10][cH:11][c:12](-[c:15]3[c:16]([C:21]#[N:22])[cH:17][cH:18][cH:19][cH:20]3)[cH:13][cH:14]1)[n:26][cH:27][n:28]2.[O:67]1[CH2:68][CH2:69][CH2:70][CH2:71]1.[OH-:65]>>[O:1]=[c:2]1[n:3]([CH:29]2[CH2:30][CH2:31][CH:32]([N:35]([CH:36]3[CH2:37][CH2:38][O:39][CH2:40][CH2:41]3)[CH3:51])[CH2:33][CH2:34]2)[c:4]2[n:5]([c:6]([CH2:23][CH2:24][CH3:25])[c:7]1[CH2:8][c:9]1[cH:10][cH:11][c:12](-[c:15]3[c:16]([C:21]#[N:22])[cH:17][cH:18][cH:19][cH:20]3)[cH:13][cH:14]1)[n:26][cH:27][n:28]2. The reactants are COC1=CC2=C(NC(=N2)C2=NNC=C2N)C=C1OC (3-(5,6-dimethoxy-1H-benzimidazol-2-yl)-1H-pyrazol-4-ylamine), (rac)-1-methyl-piperidine-3-carboxylic acid-hydrocholoride, CN(C)C(=[N+](C)C)ON1C2=C(C=CC=C2)N=N1.[B-](F)(F)(F)F (TBTU), CN(C)C=O (DMF), [OH-].[Na+] (NaOH). Reaction conditions: time 1 hour. Yields the product N (NH3), COC1=CC2=C(NC(=N2)C2=NNC=C2NC(=O)C2CN(CCC2)C)C=C1OC (N-[3-(5,6-dimethoxy-1H-benzimidazol-2-yl)-1H-pyrazol-4-yl]-rac-1-methyl-piperidine 3-carboxamide). RXN SMILES: [CH3:1][O:2][C:3]1[C:17]([O:18][CH3:19])=[CH:16][C:6]2[NH:7][C:8]([C:10]3[C:14]([NH2:15])=[CH:13][NH:12][N:11]=3)=[N:9][C:5]=2[CH:4]=1.CN(C(ON1N=NC2C=[CH:32][CH:33]=[CH:34][C:29]1=2)=[N+](C)C)C.[B-](F)(F)(F)F.[OH-:42].[Na+].[CH3:44][N:45]([CH:47]=O)[CH3:46]>>[NH3:7].[CH3:19][O:18][C:17]1[C:3]([O:2][CH3:1])=[CH:4][C:5]2[NH:9][C:8]([C:10]3[C:14]([NH:15][C:32]([CH:33]4[CH2:34][CH2:29][CH2:46][N:45]([CH3:44])[CH2:47]4)=[O:42])=[CH:13][NH:12][N:11]=3)=[N:7][C:6]=2[CH:16]=1 |f:1.2,3.4|. Procedure details: To a solution of 3-(5,6-dimethoxy-1H-benzimidazol-2-yl)-1H-pyrazol-4-ylamine (65 mg, 0.25 mmol) (Example 15B) (rac)-1-methyl-piperidine-3-carboxylic acid-hydrocholoride salt (50 mg, 0.27 mmol) and disopropylethylamine (50%, 0.27 mmol) in DMF (1 ml) was added TBTU (97 mg, 0.30 mmol). The mixture was stirred at room temperature for approximately 16 hours after which 1N aqueous NaOH (1 ml) was added and the mixture stirred for a further 1 hours. The mixture was then evaporated to dryness in vacuo a... Starting materials: C(C)(=O)N(C)C1=CC=C(C(=O)O)C=C1 (4-(N-acetyl-N-methylamino)benzoic acid), CN1CCOCC1 (4-methylmorpholine), ClC(=O)OCC(C)C (isobutyl chloroformate), [BH4-].[Na+] (sodium borohydride). Run in CN(C)C=O (DMF), COCCOC (DME), O (water). Reaction conditions: temperature -20 celsius, time 1 hour. Product: C(C)(=O)N(C)C1=CC=C(CO)C=C1 (4-(N-acetyl-N-methylamino)benzyl alcohol). RXN SMILES: [C:1]([N:4]([C:6]1[CH:14]=[CH:13][C:9]([C:10](O)=[O:11])=[CH:8][CH:7]=1)[CH3:5])(=[O:3])[CH3:2].CN1CCOCC1.ClC(OCC(C)C)=O.[BH4-].[Na+]>O.CN(C=O)C.COCCOC>[C:1]([N:4]([C:6]1[CH:14]=[CH:13][C:9]([CH2:10][OH:11])=[CH:8][CH:7]=1)[CH3:5])(=[O:3])[CH3:2] |f:3.4|. Procedure details: An oven dried flask, under nitrogen flow, was charged with a stir bar, 4-(N-acetyl-N-methylamino)benzoic acid (1.0 g, 5.18 mmol), prepared as in step 7, anhydrous DME (10.3 mL), and anhydrous DMF (3.0 mL). The resulting solution was cooled to -20° C., and 4-methylmorpholine (0.60 mL, 5.4 mmol) and isobutyl chloroformate (0.70 mL, 5.4 mmol) were added sequentially via syringe. The reaction mixture was stirred under N2 at -20° C. for 1 hour. The resultant yellow mixture was filtered and the precip...